From a dataset of the Open Reaction Database (ORD), a public repository of structured organic reaction records. describe an organic reaction: reactants, conditions, products, and yield Reactants: ClC=1C=C2C(=C(C(NC2=CC1)=O)C(=O)OCC)C1=C(C=CC=C1)Cl (ethyl 6-chloro-4-(2-chlorophenyl)-1,2-dihydro-2-oxo-3-quinolinecarboxylate), C([O-])([O-])=O.[K+].[K+] (potassium carbonate), CN(C=O)C (N,N-dimethylformamide), CI (methyl iodide). Solvent: O (water). Yields the product ClC=1C=C2C(=C(C(N(C2=CC1)C)=O)C(=O)OCC)C1=C(C=CC=C1)Cl (ethyl 6-chloro-4-(2-chlorophenyl)-1,2-dihydro-1-methyl-2-oxo-3-quinolinecarboxylate). RXN SMILES: [Cl:1][C:2]1[CH:3]=[C:4]2[C:9](=[CH:10][CH:11]=1)[NH:8][C:7](=[O:12])[C:6]([C:13]([O:15][CH2:16][CH3:17])=[O:14])=[C:5]2[C:18]1[CH:23]=[CH:22][CH:21]=[CH:20][C:19]=1[Cl:24].[C:25](=O)([O-])[O-].[K+].[K+].CN(C)C=O.CI>O>[Cl:1][C:2]1[CH:3]=[C:4]2[C:9](=[CH:10][CH:11]=1)[N:8]([CH3:25])[C:7](=[O:12])[C:6]([C:13]([O:15][CH2:16][CH3:17])=[O:14])=[C:5]2[C:18]1[CH:23]=[CH:22][CH:21]=[CH:20][C:19]=1[Cl:24] |f:1.2.3|. Procedure details: To a mixture of ethyl 6-chloro-4-(2-chlorophenyl)-1,2-dihydro-2-oxo-3-quinolinecarboxylate(1.81 g), potassium carbonate powder (0.7 g), and N,N-dimethylformamide (DMF) (20 ml) was dropwise added methyl iodide (0.37 g) under stirring. The mixture was stirred for 2.5 hours, diluted with water and then extracted with ethyl acetate. The extract was washed with water, dried (MgSO4) and distilled to remove the solvent. The residue was crystallized with isopropyl ether to obtain ethyl 6-chloro-4-(2-chl... Reactants: C(C)OC1(OC(=C([C@H]([C@@H]1C)NC(C)=O)C(NC1=CC=C(C=C1)Cl)=O)C)OCC (Trans-2,2-diethoxy-3,6-dimethyl-4-acetylamino-5-(4'-chlorophenylcarbamoyl)-3,4-dihydro-2H-pyran). The solvent is O1CCCC1 (tetrahydrofuran), Cl (hydrochloric acid), O (water). The product is CC(C(=O)OCC)C(C(C(C)=O)C(NC1=CC=C(C=C1)Cl)=O)NC(C)=O (ethyl 2-methyl-3-acetylamino-4-(4'-chlorophenylcarbamoyl)-5-oxohexanoate). As a reaction SMILES: [CH2:1]([O:3][C:4]1([O:26]CC)[C@@H:9]([CH3:10])[C@H:8]([NH:11][C:12](=[O:14])[CH3:13])[C:7]([C:15](=[O:24])[NH:16][C:17]2[CH:22]=[CH:21][C:20]([Cl:23])=[CH:19][CH:18]=2)=[C:6]([CH3:25])[O:5]1)[CH3:2]>O1CCCC1.Cl.O>[CH3:10][CH:9]([CH:8]([NH:11][C:12](=[O:14])[CH3:13])[CH:7]([C:15](=[O:24])[NH:16][C:17]1[CH:22]=[CH:21][C:20]([Cl:23])=[CH:19][CH:18]=1)[C:6](=[O:5])[CH3:25])[C:4]([O:3][CH2:1][CH3:2])=[O:26]. Procedure: Trans-2,2-diethoxy-3,6-dimethyl-4-acetylamino-5-(4'-chlorophenylcarbamoyl)-3,4-dihydro-2H-pyran (76.5 g) (Example 18) was stirred at room temperature in a mixture of tetrahydrofuran (200 ml) and 1N hydrochloric acid (10 ml) for 16 hours. The reaction mixture was diluted with water, extracted with ethyl acetate and the organic extract dried in anhydrous magnesium sulphate and evaporated to dryness. The residual solid was triturated with diethyl ether to give ethyl 2-methyl-3-acetylamino-4-(4'-chl...